From a dataset of the Open Reaction Database (ORD), a public repository of structured organic reaction records. describe an organic reaction: reactants, conditions, products, and yield The reactants are C(C1=CC=CC=C1)OC1=C2N(C=3C(=NN(C(C31)=O)CC3=CC=C(C=C3)F)O)CCN(C2=O)C (10-(benzyloxy)-2-(4-fluorobenzyl)-4-hydroxy-8-methyl-7,8-dihydropyrazino[1′,2′:1,5]-pyrrolo[2,3-d]pyridazine-1,9(2H,6H)-dione), ClCCl (dichloromethane), CO (methanol), C[Si](C)(C)C=[N+]=[N-] ((trimethylsilyl)diazomethane). Reagents/catalysts: C(C)(=O)O (acetic acid). Run in CCCCCC (hexane). Conditions: time 30 minute. Product: C(C1=CC=CC=C1)OC1=C2N(C=3C(=NN(C(C31)=O)CC3=CC=C(C=C3)F)OC)CCN(C2=O)C (10-(Benzyloxy)-2-(4-fluorobenzyl)-4-methoxy-8-methyl-7,8-dihydropyrazino-[1′,2′:1,5]-pyrrolo[2,3-d]pyridazine-1,9(2H,6H)-dione). Reaction SMILES: [CH2:1]([O:8][C:9]1[C:17]2[C:16](=[O:18])[N:15]([CH2:19][C:20]3[CH:25]=[CH:24][C:23]([F:26])=[CH:22][CH:21]=3)[N:14]=[C:13]([OH:27])[C:12]=2[N:11]2[CH2:28][CH2:29][N:30]([CH3:33])[C:31](=[O:32])[C:10]=12)[C:2]1[CH:7]=[CH:6][CH:5]=[CH:4][CH:3]=1.Cl[CH2:35]Cl.CO.C[Si](C=[N+]=[N-])(C)C>CCCCCC.C(O)(=O)C>[CH2:1]([O:8][C:9]1[C:17]2[C:16](=[O:18])[N:15]([CH2:19][C:20]3[CH:25]=[CH:24][C:23]([F:26])=[CH:22][CH:21]=3)[N:14]=[C:13]([O:27][CH3:35])[C:12]=2[N:11]2[CH2:28][CH2:29][N:30]([CH3:33])[C:31](=[O:32])[C:10]=12)[C:2]1[CH:3]=[CH:4][CH:5]=[CH:6][CH:7]=1. Procedure: A suspension of 10-(benzyloxy)-2-(4-fluorobenzyl)-4-hydroxy-8-methyl-7,8-dihydropyrazino[1′,2′:1,5]-pyrrolo[2,3-d]pyridazine-1,9(2H,6H)-dione (0.50 g, 1.11 mmol) in mixture of dichloromethane (20 mL) and methanol (1 mL) at room temperature was treated with a solution of (trimethylsilyl)diazomethane in hexane. After stirring for 30 minutes, the resultant homogeneous solution was treated with a few drops of acetic acid, and the mixture was concentrated under vacuum. The residue was partitioned bet... Reactants: S(O)(O)(=O)=O (sulfuric acid), O1CCOC12CCN(CC2)C2=CC=C(C=C2)C2=CC(NN2)=O (5-[4-(1,4-Dioxa-8-aza-spiro[4.5]dec-8-yl)-phenyl]-1,2-dihydro-pyrazol-3-one), O (Water). The solvent is CC(=O)C (acetone). Run at time 4 day. Product: O=C1C=C(NN1)C1=CC=C(C=C1)N1CCC(CC1)=O (1-[4-(5-Oxo-2,5-dihydro-1H-pyrazol-3-yl)-phenyl]-piperidine-4-one). Yield: 116.6%. As a reaction SMILES: O1[C:5]2([CH2:10][CH2:9][N:8]([C:11]3[CH:16]=[CH:15][C:14]([C:17]4[NH:21][NH:20][C:19](=[O:22])[CH:18]=4)=[CH:13][CH:12]=3)[CH2:7][CH2:6]2)[O:4]CC1.S(=O)(=O)(O)O.O>CC(C)=O>[O:22]=[C:19]1[NH:20][NH:21][C:17]([C:14]2[CH:15]=[CH:16][C:11]([N:8]3[CH2:9][CH2:10][C:5](=[O:4])[CH2:6][CH2:7]3)=[CH:12][CH:13]=2)=[CH:18]1. Procedure: To a suspension of 5-[4-(1,4-dioxa-8-aza-spiro[4.5]dec-8-yl)-phenyl]-1,2-dihydro-pyrazol-3-one (which was obtained in Example 144) (0.15 g, 0.5 mmol) in acetone (5 mL) was added 5 mL of 10% sulfuric acid. The resulting solution was stirred at room temperature for 4 days. Water (5mL) was then added, and the acetone was evaporated. The aqueous residue was treated with sodium carbonate until pH 8, and the resulting suspension was filtered. The precipitate was washed with water and ether, and dried ... Starting materials: BrCC1CCCCCCC1, O=C([O-])[O-], O=C1N(Cc2ccccc2)c2ccccc2C12CCNCC2, CN(C)C=O, [I-], [K+], [K+], [K+]. Yields the product O=C1N(Cc2ccccc2)c2ccc(CC3CCCCCCC3)cc2C12CCNCC2. Reaction SMILES: [Br:1][CH2:2][CH:3]1[CH2:4][CH2:5][CH2:6][CH2:7][CH2:8][CH2:9][CH2:10]1.[C:33](=[O:34])([O-:35])[O-:36].[CH2:11]([c:12]1[cH:13][cH:14][cH:15][cH:16][cH:17]1)[N:18]1[C:19](=[O:32])[C:20]2([c:21]3[cH:22][cH:23][cH:24][cH:25][c:26]31)[CH2:27][CH2:28][NH:29][CH2:30][CH2:31]2.[CH3:41][N:42]([CH3:43])[CH:44]=[O:45].[I-:40].[K+:37].[K+:38].[K+:39]>>[CH2:2]([CH:3]1[CH2:4][CH2:5][CH2:6][CH2:7][CH2:8][CH2:9][CH2:10]1)[c:23]1[cH:22][c:21]2[c:26]([cH:25][cH:24]1)[N:18]([CH2:11][c:12]1[cH:13][cH:14][cH:15][cH:16][cH:17]1)[C:19](=[O:32])[C:20]21[CH2:27][CH2:28][NH:29][CH2:30][CH2:31]1. Reactants: ClC1=CC(=C(C=C1)[C@@H](CC(=O)C1=CC(=NC=C1)C)C1=CC=C(C(=O)N(C)C)C=C1)C (4-[(S)-1-(4-chloro-2-methyl-phenyl)-3-(2-methyl-pyridin-4-yl)-3-oxo-propyl]-N,N-dimethyl-benzamide), Cl.NO (hydroxylamine hydrochloride), C(O)([O-])=O.[Na+] (sodium hydrogencarbonate). The product is ClC1=CC(=C(C=C1)[C@@H](C\C(\C1=CC(=NC=C1)C)=N/O)C1=CC=C(C(=O)N(C)C)C=C1)C (4-[(S)-1-(4-Chloro-2-methyl-phenyl)-3-[(E)-hydroxyimino]-3-(2-methyl-pyridin-4-yl)-propyl]-N,N-dimethyl-benzamide). RXN SMILES: [Cl:1][C:2]1[CH:7]=[CH:6][C:5]([C@H:8]([C:19]2[CH:29]=[CH:28][C:22]([C:23]([N:25]([CH3:27])[CH3:26])=[O:24])=[CH:21][CH:20]=2)[CH2:9][C:10]([C:12]2[CH:17]=[CH:16][N:15]=[C:14]([CH3:18])[CH:13]=2)=O)=[C:4]([CH3:30])[CH:3]=1.Cl.[NH2:32][OH:33].C(=O)([O-])O.[Na+]>>[Cl:1][C:2]1[CH:7]=[CH:6][C:5]([C@H:8]([C:19]2[CH:29]=[CH:28][C:22]([C:23]([N:25]([CH3:27])[CH3:26])=[O:24])=[CH:21][CH:20]=2)[CH2:9]/[C:10](=[N:32]\[OH:33])/[C:12]2[CH:17]=[CH:16][N:15]=[C:14]([CH3:18])[CH:13]=2)=[C:4]([CH3:30])[CH:3]=1 |f:1.2,3.4|. Procedure: In analogy to example 132, step 6, from 4-[(S)-1-(4-chloro-2-methyl-phenyl)-3-(2-methyl-pyridin-4-yl)-3-oxo-propyl]-N,N-dimethyl-benzamide and hydroxylamine hydrochloride in the presence of sodium hydrogencarbonate was prepared the title compound as a white foam, MS (ESI+): m/z=436.3 ([M+H]+). The reactants are ClC1=CC=C(C=C1)C(=C1SCCCS1)C1CC1 (2-[(4chlorophenyl)cyclopropylmethylene]-1,3-dithiane), O (water), CO (methanol). The reagents and catalysts are [Hg](Cl)Cl (mercury (II) chloride). Run in C(C)OCC (diethyl ether). Conditions: time 18 hour. The product is C1(CC1)C(C(=O)OC)C1=CC=C(C=C1)Cl (methyl 2-cyclopropyl-2-(4-chlorophenyl)acetate). As a reaction SMILES: [Cl:1][C:2]1[CH:7]=[CH:6][C:5]([C:8]([CH:15]2[CH2:17][CH2:16]2)=[C:9]2SCCCS2)=[CH:4][CH:3]=1.[OH2:18].[CH3:19][OH:20]>C(OCC)C.[Hg](Cl)Cl>[CH:15]1([CH:8]([C:5]2[CH:6]=[CH:7][C:2]([Cl:1])=[CH:3][CH:4]=2)[C:9]([O:20][CH3:19])=[O:18])[CH2:17][CH2:16]1. Reported procedure: A mixture of 10.0 grams (0.036 mole) of 2-[(4chlorophenyl)cyclopropylmethylene]-1,3-dithiane, 24.0 grams (0.086 mole) of mercury (II) chloride, and 5 mL of water in 50 mL of methanol was stirred at ambient temperature for 18 hours. The reaction mixture was heated at reflux for one hour, cooled, and then was diluted with diethyl ether. The mixture was filtered through diatomaceous earth and then was dried with magnesium sulfate. The mixture was filtered through silica gel, and the filtrate was co... The reactants are COc1cc(C(=O)O)cc(OC)c1C, CNOC, [Cl-], O=C(Cl)C(=O)Cl, Cl. The product is COc1cc(C(=O)N(C)OC)cc(OC)c1C. Reaction SMILES: [CH3:1][O:2][c:3]1[cH:4][c:5]([C:6](=[O:7])[OH:8])[cH:9][c:10]([O:13][CH3:14])[c:11]1[CH3:12].[CH3:23][NH:24][O:25][CH3:26].[Cl-:21].[Cl:15][C:16]([C:17]([Cl:18])=[O:19])=[O:20].[ClH:22]>>[CH3:1][O:2][c:3]1[cH:4][c:5]([C:6](=[O:8])[N:24]([CH3:23])[O:25][CH3:26])[cH:9][c:10]([O:13][CH3:14])[c:11]1[CH3:12].